Dataset: the Open Reaction Database (ORD), a public repository of structured organic reaction records. Task: describe an organic reaction: reactants, conditions, products, and yield Procedure: To a solution of N-(5-chloro-4-methoxy-2-nitrophenyl)-acetamide (2 g, 8.2 mmol) in 5N HCl (20 mL) is added 1,4-dioxane (10 mL), and the mixture is stirred at 60° C. for 1.5 hours. The reaction mixture is concentrated and partitioned between EtOAc/2 N NaOH. The aqueous layers are washed with EtOAc (3×), brine, dried (MgSO4), adsorbed onto silica gel, and chromatographed (70% EtOAc/hexanes) to provide an orange powder. As a reaction SMILES: [Cl:1][C:2]1[C:3]([O:15][CH3:16])=[CH:4][C:5]([N+:12]([O-:14])=[O:13])=[C:6]([NH:8]C(=O)C)[CH:7]=1.O1CCOCC1>Cl>[Cl:1][C:2]1[C:3]([O:15][CH3:16])=[CH:4][C:5]([N+:12]([O-:14])=[O:13])=[C:6]([CH:7]=1)[NH2:8]. Reaction conditions: temperature 60 celsius, time 1.5 hour. The reactants are ClC=1C(=CC(=C(C1)NC(C)=O)[N+](=O)[O-])OC (N-(5-chloro-4-methoxy-2-nitrophenyl)-acetamide), O1CCOCC1 (1,4-dioxane). Solvent: Cl (HCl). The product is ClC=1C(=CC(=C(N)C1)[N+](=O)[O-])OC (5-Chloro-4-methoxy-2-nitroaniline). Reactants: O (water), Cl (HCl), C1(CC1)CN(C1=CC(=NC=N1)C(=O)NC=1C=C2C=NN(C2=CC1)CC(=O)OCC)CCC (ethyl 2-(5-(6-((cyclopropylmethyl)(propyl)amino)pyrimidine-4-carboxamido)-1H-indazol-1-yl)acetate), C1(CC1)CN(C1=CC(=NC=N1)C(=O)NC=1C=C2C=NN(C2=CC1)CC(=O)OCC)CCC (ethyl 2-(5-(6-((cyclopropylmethyl)(propyl)amino)pyrimidine-4-carboxamido)-1H-indazol-1-yl)acetate), [OH-].[Na+] (NaOH). RXN SMILES: [CH:1]1([CH2:4][N:5]([CH2:30][CH2:31][CH3:32])[C:6]2[N:11]=[CH:10][N:9]=[C:8]([C:12]([NH:14][C:15]3[CH:16]=[C:17]4[C:21](=[CH:22][CH:23]=3)[N:20]([CH2:24][C:25]([O:27]CC)=[O:26])[N:19]=[CH:18]4)=[O:13])[CH:7]=2)[CH2:3][CH2:2]1.[OH-].[Na+].O.Cl>C(O)C.C(Cl)Cl>[CH:1]1([CH2:4][N:5]([CH2:30][CH2:31][CH3:32])[C:6]2[N:11]=[CH:10][N:9]=[C:8]([C:12]([NH:14][C:15]3[CH:16]=[C:17]4[C:21](=[CH:22][CH:23]=3)[N:20]([CH2:24][C:25]([OH:27])=[O:26])[N:19]=[CH:18]4)=[O:13])[CH:7]=2)[CH2:3][CH2:2]1 |f:1.2|. Solvent: C(Cl)Cl (DCM), C(C)O (ethanol). Procedure: A solution of ethyl 2-(5-(6-((cyclopropylmethyl)(propyl)amino)pyrimidine-4-carboxamido)-1H-indazol-1-yl)acetate (Intermediate 39, 106 mg; 0.24 mmol) in ethanol (10 ml) was treated with 10% NaOH solution (5 ml). After stirring at RT for 2 hours the solvent was reduced in vacuo to one quarter of its original volume and water (20 ml) added. The mixture was acidified with dilute HCl and DCM (50 ml) added. After stirring at RT for 30 minutes the mixture was filtered through a hydrophobic frit and the... Run at time 2 hour. The product is C1(CC1)CN(C1=CC(=NC=N1)C(=O)NC=1C=C2C=NN(C2=CC1)CC(=O)O)CCC ({5-[({6-[(cyclopropylmethyl)(propyl)amino]pyrimidin-4-yl}carbonyl)amino]-1H-indazol-1-YL}acetic Acid).